This data is from the Open Reaction Database (ORD), a public repository of structured organic reaction records. The task is: describe an organic reaction: reactants, conditions, products, and yield Reactants: C1(C=2C(C(N1OC(CN1C(C=3C(C1=O)=CC=CC3)=O)C(C(=O)O)C(C)(C)C)=O)=CC=CC2)=O (1,3-diphthalimido-2-(t-butylcarboxymethyl)oxapropane), NN (hydrazine). Solvent: CO (methanol). Yields the product NOC(CN)C(C(=O)O)C(C)(C)C (1,3-diamino-2-(t-butylcarboxymethyl)oxapropane). RXN SMILES: C1(=O)[N:5]([O:6][CH:7]([CH:20]([C:24]([CH3:27])([CH3:26])[CH3:25])[C:21]([OH:23])=[O:22])[CH2:8][N:9]2C(=O)C3=CC=CC=C3C2=O)C(=O)C2=CC=CC=C12.NN>CO>[NH2:5][O:6][CH:7]([CH:20]([C:24]([CH3:27])([CH3:26])[CH3:25])[C:21]([OH:23])=[O:22])[CH2:8][NH2:9]. Procedure: A mixture of 1,3-diphthalimido-2-(t-butylcarboxymethyl)oxapropane(0.50 g, 1.08 mmol) and 55% hydrazine (0.23 mL, 4.6 mmol) in 2 mL of methanol is refluxed for 4 hrs. After cooling the reaction solution to room temperature, the solids are filtered and the filtrate is evaporated under reduced pressure to yield 1,3-diamino-2-(t-butylcarboxymethyl)oxapropane.